describe an organic reaction: reactants, conditions, products, and yield From a dataset of the Open Reaction Database (ORD), a public repository of structured organic reaction records. Starting materials: 4h, NC1=NC(=C2NC=NC2=N1)Cl (2-amino-6-chloropurine), C([O-])([O-])=O.[K+].[K+] (potassium carbonate), C(C1=CC=CC=C1)OCC(COCC1=CC=CC=C1)CCBr (benzyl 2-benzyloxymethyl-4-bromobutyl ether). The solvent is CN(C=O)C (dimethylformamide). Product: OCC(CCN1C=2N=C(NC(C2N=C1)=O)N)CO (9-[4-Hydroxy-3-(hydroxymethyl)butyl]guanine). Yield: 45.8%. RXN SMILES: [NH2:1][C:2]1[N:10]=[C:9]2[C:5]([NH:6][CH:7]=[N:8]2)=[C:4](Cl)[N:3]=1.C(=O)([O-])[O-:13].[K+].[K+].C([O:25][CH2:26][CH:27]([CH2:37][CH2:38]Br)[CH2:28][O:29]CC1C=CC=CC=1)C1C=CC=CC=1>CN(C)C=O>[OH:25][CH2:26][CH:27]([CH2:28][OH:29])[CH2:37][CH2:38][N:8]1[CH:7]=[N:6][C:5]2[C:4](=[O:13])[NH:3][C:2]([NH2:1])=[N:10][C:9]1=2 |f:1.2.3|. Procedure: A mixture of 2-amino-6-chloropurine (1.275 g, 7.5 mmol) and potassium carbonate (0.69 g, 5 mmol) in dry dimethylformamide (30 ml) was sonicated for 15 min., benzyl 2-benzyloxymethyl-4-bromobutyl ether (1.82 g, 5 mmol) was added, and the mixture was sonicated for 4h and then stirred over-night. After evaporation in vacuum the residue was extracted with 3×50 ml of chloroform and the extracts were evaporated to dryness in vacuum. Chromatography (silica gel, chloroform+methanol 20+1 by volume) affor... The reactants are [H-].[H-].[H-].[H-].[Li+].[Al+3] (LiAlH4), C(C)(C)(C)NC1=CC(=NC=C1C(=O)OCC)Cl (ethyl 4-(tert-butylamino)-6-chloronicotinate). Run in C1CCOC1 (THF). Reaction conditions: time 20 minute. Product: C(C)(C)(C)NC1=C(C=NC(=C1)Cl)CO ((4-tert-butylamino-6-chloro-pyridin-3-yl)-methanol). Yield: 85.3%. As a reaction SMILES: [H-].[H-].[H-].[H-].[Li+].[Al+3].[C:7]([NH:11][C:12]1[C:17]([C:18](OCC)=[O:19])=[CH:16][N:15]=[C:14]([Cl:23])[CH:13]=1)([CH3:10])([CH3:9])[CH3:8]>C1COCC1>[C:7]([NH:11][C:12]1[CH:13]=[C:14]([Cl:23])[N:15]=[CH:16][C:17]=1[CH2:18][OH:19])([CH3:10])([CH3:8])[CH3:9] |f:0.1.2.3.4.5|. Reported procedure: LiAlH4 ((2.1 g, 54.7 mmol) was added portion wise to a 0° C. solution of ethyl 4-(tert-butylamino)-6-chloronicotinate (7 g, 27.3 mmol) in THF (100 mL). After 20 min, the reaction was quenched by the addition of water (2.1 mL), followed by 2 N aq NaOH (2 N, 2.1 ml. The resulting suspension was filtered and the filtrate was concentrated to afford (4-tert-butylamino-6-chloro-pyridin-3-yl)-methanol (5.0 g, 86.2% yield), which was used in next step without purification. 1H NMR (400 MHz, DMSO-d6): δ 7... Reactants: FC(C=1C=C(C=CC1OC(C(F)(F)F)C)C1=NC(=NO1)C1=C2CCNC2=CC=C1)(F)F (4-{5-[3-(trifluoromethyl)-4-(2,2,2-trifluoro-1-methylethoxy]phenyl]-1,2,4-oxadiazol-3-yl)indoline), C(=O)([O-])[O-].[K+].[K+] (K2CO3), ICCC(=O)N (3-iodopropanamide), C(=O)(O)[O-].[Na+] (NaHCO3). Solvent: C(C)#N (acetonitrile). Conditions: temperature 80 celsius, time 15 hour. The product is FC(C=1C=C(C=CC1OC(C(F)(F)F)C)C1=NC(=NO1)C1=C2CCN(C2=CC=C1)CCC(=O)N)(F)F (3-(4-{5-[3-(trifluoromethyl)-4-(2,2,2-trifluoro-1-methylethoxy)phenyl]-1,2,4-oxadiazol-3-yl}-2,3-dihydro-1H-indol-1-yl)propanamide). Yield: 20.3%. Reaction SMILES: [F:1][C:2]([F:31])([F:30])[C:3]1[CH:4]=[C:5]([C:16]2[O:20][N:19]=[C:18]([C:21]3[CH:29]=[CH:28][CH:27]=[C:26]4[C:22]=3[CH2:23][CH2:24][NH:25]4)[N:17]=2)[CH:6]=[CH:7][C:8]=1[O:9][CH:10]([CH3:15])[C:11]([F:14])([F:13])[F:12].C([O-])([O-])=O.[K+].[K+].I[CH2:39][CH2:40][C:41]([NH2:43])=[O:42].C([O-])(O)=O.[Na+]>C(#N)C>[F:31][C:2]([F:1])([F:30])[C:3]1[CH:4]=[C:5]([C:16]2[O:20][N:19]=[C:18]([C:21]3[CH:29]=[CH:28][CH:27]=[C:26]4[C:22]=3[CH2:23][CH2:24][N:25]4[CH2:39][CH2:40][C:41]([NH2:43])=[O:42])[N:17]=2)[CH:6]=[CH:7][C:8]=1[O:9][CH:10]([CH3:15])[C:11]([F:12])([F:13])[F:14] |f:1.2.3,5.6|. Reported procedure: To a solution of 4-{5-[3-(trifluoromethyl)-4-(2,2,2-trifluoro-1-methylethoxy]phenyl]-1,2,4-oxadiazol-3-yl)indoline (100 mg) in acetonitrile (2.5 ml) was added K2CO3 (46 mg) and 3-iodopropanamide (124 mg) at room temperature, followed by stirring at 80° C. for 15 hours. To the reaction solution was added an NaHCO3 aqueous saturated solution, followed by extraction with EtOAc. The organic layer was washed with saturated brine, dried over anhydrous MgSO4, and then filtered, and the filtrate was con... Reactants: Cl (hydrochloric acid), COC=1C=C(CCl)C=C(C1OC)OC (3,4,5-trimethoxybenzyl chloride), C(C)(C)(C)OC(NO)=O (tert-butyl-N-hydroxycarbamate), C(=O)([O-])[O-].[Cs+].[Cs+] (Cs2CO3). Solvent: CCOC(=O)C (EtOAc), O (Water), C(C)#N (acetonitrile). Reaction conditions: time 24 hour. Yields the product Cl.COC=1C=C(CON)C=C(C1OC)OC (O-(3,4,5-Trimethoxy-benzyl)-hydroxylamine hydrochloride). Yield: 18.4%. RXN SMILES: [CH3:1][O:2][C:3]1[CH:4]=[C:5]([CH:8]=[C:9]([O:13][CH3:14])[C:10]=1[O:11][CH3:12])[CH2:6][Cl:7].C(OC(=O)[NH:21][OH:22])(C)(C)C.C([O-])([O-])=O.[Cs+].[Cs+].Cl>C(#N)C.CCOC(C)=O.O>[ClH:7].[CH3:1][O:2][C:3]1[CH:4]=[C:5]([CH:8]=[C:9]([O:13][CH3:14])[C:10]=1[O:11][CH3:12])[CH2:6][O:22][NH2:21] |f:2.3.4,9.10|. Procedure details: To a stirred solution of 3,4,5-trimethoxybenzyl chloride (1.00 g, 4.6 mmol) and tert-butyl-N-hydroxycarbamate (0.62 g, 4.6 mmol) in acetonitrile (20 ml) was added Cs2CO3 (4.51 g, 13.8 mmol). The reaction mixture was stirred at room temperature for 24 hours. Water was added and the products extracted twice with EtOAc. The combined organic extracts were washed with water and brine, dried (MgSO4) and evaporated under reduced pressure. The crude product was purified by chromatography on silica using... Reactants: Cl (HCl), C(C)NC1=C(SC(=C1)C1=CC=NC=C1)C(=O)OC (methyl 3-(ethylamino)-5-(pyridin-4-yl)thiophene-2-carboxylate), C[O-].[Na+] (sodium methoxide), CO (methanol). Solvent: O (water). The product is C(C)NC1=C(SC(=C1)C1=CC=NC=C1)C(=O)O (3-(ethylamino)-5-(pyridin-4-yl)thiophene-2-carboxylic acid). Isolated yield 69.1%. Reaction SMILES: [CH2:1]([NH:3][C:4]1[CH:8]=[C:7]([C:9]2[CH:14]=[CH:13][N:12]=[CH:11][CH:10]=2)[S:6][C:5]=1[C:15]([O:17]C)=[O:16])[CH3:2].C[O-].[Na+].CO.Cl>O>[CH2:1]([NH:3][C:4]1[CH:8]=[C:7]([C:9]2[CH:14]=[CH:13][N:12]=[CH:11][CH:10]=2)[S:6][C:5]=1[C:15]([OH:17])=[O:16])[CH3:2] |f:1.2|. Procedure: A mixture of methyl 3-(ethylamino)-5-(pyridin-4-yl)thiophene-2-carboxylate (0.636 g, 2.42 mmol), sodium methoxide (0.393 g, 7.27 mmol), methanol (10 mL) and water (2.5 mL) was refluxed overnight. The mixture was cooled in an ice-bath and conc. HCl (0.600 mL, 7.27 mmol) was added to adjust the pH to 4. The resultant yellow precipitate was collected by filtration and washed with water and methanol to afford the title compound (0.415 g, 69%) as an orange solid: Starting materials: O (water), CC(C(=O)OC)CS (methyl 2-methyl-3-mercaptoproponate), CO (methanol), FC(COP(C1=CC=CC=C1)(C1=CC=CC=C1)(C1=CC=CC=C1)OCC(F)(F)F)(F)F (bis(2,2,2-trifluoroethoxy)triphenylphosphorane). Run in ClCCl (dichloromethane). Run at time 20 hour. Yields the product COC(C(CSC)C)=O (methyl-3-methylthio-2-methylpropanoate). Reaction SMILES: [CH3:1][CH:2]([CH2:7][SH:8])[C:3]([O:5][CH3:6])=[O:4].CO.F[C:12](F)(F)COP(OCC(F)(F)F)(C1C=CC=CC=1)(C1C=CC=CC=1)C1C=CC=CC=1.O>ClCCl>[CH3:6][O:5][C:3](=[O:4])[CH:2]([CH3:1])[CH2:7][S:8][CH3:12]. Procedure details: A mixture of methyl 2-methyl-3-mercaptoproponate (1.34 g, 10 mmol) and methanol (0.42 g, 10 mmole) is added to a mixture of bis(2,2,2-trifluoroethoxy)triphenylphosphorane (11 mmole) [prepared in situ from triphenylphosphine (12 mmole) and sodium 2,2,2-trifluoroethoxide (24 mmole) in dry diethyl ether (20 ml)] in dichloromethane (20 ml). After 20 hours stirring at room temperature the mixture is poured into water and extracted with ether. The ether extract is washed with 5% aqueous sodium hydroxi...